Task: describe an organic reaction: reactants, conditions, products, and yield. Dataset: the Open Reaction Database (ORD), a public repository of structured organic reaction records As a reaction SMILES: [Br:20][N:21]1[C:22](=[O:23])[CH2:24][CH2:25][C:26]1=[O:27].[CH2:58]([Cl:59])[Cl:60].[Cl:28][c:29]1[cH:30][c:31]([CH:41]([C:42](=[O:43])[OH:44])[CH2:45][CH:46]2[CH2:47][CH2:48][CH2:49][CH2:50][CH2:51]2)[cH:32][cH:33][c:34]1-[n:35]1[n:36][n:37][n:38][c:39]1[CH3:40].[NH2:52][c:53]1[s:54][cH:55][cH:56][n:57]1.[c:1]1([P:2]([c:3]2[cH:4][cH:5][cH:6][cH:7][cH:8]2)[c:9]2[cH:10][cH:11][cH:12][cH:13][cH:14]2)[cH:15][cH:16][cH:17][cH:18][cH:19]1>>[Cl:28][c:29]1[cH:30][c:31]([CH:41]([C:42](=[O:44])[NH:52][c:53]2[s:54][cH:55][cH:56][n:57]2)[CH2:45][CH:46]2[CH2:47][CH2:48][CH2:49][CH2:50][CH2:51]2)[cH:32][cH:33][c:34]1-[n:35]1[n:36][n:37][n:38][c:39]1[CH3:40]. The product is Cc1nnnn1-c1ccc(C(CC2CCCCC2)C(=O)Nc2nccs2)cc1Cl. Starting materials: O=C1CCC(=O)N1Br, ClCCl, Cc1nnnn1-c1ccc(C(CC2CCCCC2)C(=O)O)cc1Cl, Nc1nccs1, c1ccc(P(c2ccccc2)c2ccccc2)cc1. The reactants are C(=O)(C(F)(F)F)O.C(Cl)Cl (TFA DCM), C[C@@H]1CN(C[C@@H](N1)C)CC1=CC=2N=C(N=C(C2S1)N1CCOCC1)C1=C2C=CNC2=CC(=C1)F (6-(cis-3,5-dimethyl-piperazin-1-ylmethyl)-2-(6-fluoro-1H-indol-4-yl)-4-morpholin-4-yl-thieno[3,2-d]pyrimidine), C(C)(C)(C)OC(=O)N1C(CNCC1)C (2-methyl-piperazine-1-carboxylic acid tert-butyl ester). The product is FC1=CC(=C2C=CNC2=C1)C=1N=C(C2=C(N1)C=C(S2)CN2CC(NCC2)C)N2CCOCC2 (2-(6-Fluoro-1H-indol-4-yl)-6-(3-methyl-piperazin-1-ylmethyl)-4-morpholin-4-yl-thieno[3,2-d]pyrimidine), solid. Yield: 33.0%. As a reaction SMILES: [CH3:1][C@H:2]1[NH:7][C@@H:6](C)[CH2:5][N:4]([CH2:9][C:10]2[S:18][C:17]3[C:16]([N:19]4[CH2:24][CH2:23][O:22][CH2:21][CH2:20]4)=[N:15][C:14]([C:25]4[CH:33]=[C:32]([F:34])[CH:31]=[C:30]5[C:26]=4[CH:27]=[CH:28][NH:29]5)=[N:13][C:12]=3[CH:11]=2)[CH2:3]1.C(OC(N1CCNCC1C)=O)(C)(C)C.C(O)(C(F)(F)F)=O.C(Cl)Cl>>[F:34][C:32]1[CH:31]=[C:30]2[C:26]([CH:27]=[CH:28][NH:29]2)=[C:25]([C:14]2[N:15]=[C:16]([N:19]3[CH2:20][CH2:21][O:22][CH2:23][CH2:24]3)[C:17]3[S:18][C:10]([CH2:9][N:4]4[CH2:5][CH2:6][NH:7][CH:2]([CH3:1])[CH2:3]4)=[CH:11][C:12]=3[N:13]=2)[CH:33]=1 |f:2.3|. Reported procedure: Prepared according to the method used in the preparation of 6-(cis-3,5-dimethyl-piperazin-1-ylmethyl)-2-(6-fluoro-1H-indol-4-yl)-4-morpholin-4-yl-thieno[3,2-d]pyrimidine, using 2-methyl-piperazine-1-carboxylic acid tert-butyl ester in place of 2,6-dimethyl-piperazine, followed by BOC-deprotection using TFA:DCM (1:1). The title compound was obtained as a white solid (19.8 mg, 33%). The reactants are CN1CC2=C(C(C1)O)C=CO2 (6-methyl-4,5,6,7-tetrahydrofuro[2,3-c]pyridin-4-ol), ClC1=C(C(=CC=C1)F)C (2-chloro-6-fluorotoluene). Product: Cl.ClC=1C(=C(C=CC1)OC1C2=C(CN(C1)C)OC=C2)C (4-(3-Chloro-2-methylphenyloxy)-6-methyl-4,5,6,7-tetrahydrofuro[2,3-c]pyridine hydrochloride). As a reaction SMILES: [CH3:1][N:2]1[CH2:7][CH:6]([OH:8])[C:5]2[CH:9]=[CH:10][O:11][C:4]=2[CH2:3]1.[Cl:12][C:13]1[CH:18]=[CH:17][CH:16]=[C:15](F)[C:14]=1[CH3:20]>>[ClH:12].[Cl:12][C:13]1[C:14]([CH3:20])=[C:15]([O:8][CH:6]2[CH2:7][N:2]([CH3:1])[CH2:3][C:4]3[O:11][CH:10]=[CH:9][C:5]2=3)[CH:16]=[CH:17][CH:18]=1 |f:2.3|. Procedure details: The same method as in Example 3 was conducted using 6-methyl-4,5,6,7-tetrahydrofuro[2,3-c]pyridin-4-ol (Reference Example 1) instead of 6-methyl-4,5,6,7-tetrahydrothieno[2,3-c]pyridin-4-ol (Reference Example 6) and was conducted using 2-chloro-6-fluorotoluene instead of 1,3-difluorobenzene to give the objective compound. Starting materials: C1(=CC=CC=C1)CC1=C(C(C=O)=CC=C1)O (3-(phenylmethyl)salicylaldehyde), [OH-].[K+] (potassium hydroxide). The reagents and catalysts are [N+](=O)([O-])[O-].[Ag+] (silver nitrate). The solvent is C(C)O (ethanol), O (water). Reaction conditions: time 6 hour. Yields the product C1(=CC=CC=C1)CC1=C(C(C(=O)O)=CC=C1)O (3-(phenylmethyl)salicylic acid). Yield: 34.3%. RXN SMILES: [C:1]1([CH2:7][C:8]2[CH:15]=[CH:14][CH:13]=[C:10]([CH:11]=[O:12])[C:9]=2[OH:16])[CH:6]=[CH:5][CH:4]=[CH:3][CH:2]=1.[OH-:17].[K+]>C(O)C.O.[N+]([O-])([O-])=O.[Ag+]>[C:1]1([CH2:7][C:8]2[CH:15]=[CH:14][CH:13]=[C:10]([C:11]([OH:17])=[O:12])[C:9]=2[OH:16])[CH:2]=[CH:3][CH:4]=[CH:5][CH:6]=1 |f:1.2,5.6|. Procedure: According to the general method of Sharma et al., 2000, Synth. Commun., 30:397-405, a stirred solution of the 3-(phenylmethyl)salicylaldehyde (1.27 g, 6 mmol) in ethanol (16 ml) was treated dropwise with a solution of silver nitrate (2.0 g, 12 mmol) in water (16 ml). A solution of potassium hydroxide (2.69 g, 48 mmol) was then added dropwise over 40 minutes. The solution was allowed to stir at RT for 6 h. The mixture was filtered through a pad of celite, and the filter pad washed with water (2×1... The reactants are FC1=C(N)C(=CC=C1)Cl (2-Fluoro-6-chloroaniline), C([O-])(O)=O.[Na+] (sodium bicarbonate), II (iodine). Reaction conditions: temperature 60 celsius, time 3 day. Product: FC1=C(N)C(=CC(=C1)I)Cl (2-fluoro-4-iodo-6-chloroaniline). RXN SMILES: [F:1][C:2]1[CH:8]=[CH:7][CH:6]=[C:5]([Cl:9])[C:3]=1[NH2:4].C(=O)(O)[O-].[Na+].[I:15]I>>[F:1][C:2]1[CH:8]=[C:7]([I:15])[CH:6]=[C:5]([Cl:9])[C:3]=1[NH2:4] |f:1.2|. Reported procedure: 2-Fluoro-6-chloroaniline (28.8 g, 0.2 mol) is suspended in a solution of sodium bicarbonate (17.2 g, 0.2 mol in 150 mL water) and warmed to 60° C. Elemental iodine (50.8 g, 0.2 mol) is added portionwise and the resulting mixture stirred at 60° C. for 3 days. After cooling to room temperature, the reaction mixture is partitioned between CH2Cl2 (350 mL) and saturated sodium bisulfite solution (500 mL). The aqueous layer is re-extracted with additional CH2Cl2 (250 mL) and the combined organic layer... The reactants are CN1CCC(CCCCN2C(=O)c3ccccc3C2=O)CC1, CCO, NN, O. The product is CN1CCC(CCCCN)CC1. RXN SMILES: [CH3:1][N:2]1[CH2:3][CH2:4][CH:5]([CH2:8][CH2:9][CH2:10][CH2:11][N:12]2[C:13](=[O:14])[c:15]3[c:16]([cH:17][cH:18][cH:19][cH:20]3)[C:21]2=[O:22])[CH2:6][CH2:7]1.[CH3:26][CH2:27][OH:28].[NH2:24][NH2:25].[OH2:23]>>[CH3:1][N:2]1[CH2:3][CH2:4][CH:5]([CH2:8][CH2:9][CH2:10][CH2:11][NH2:12])[CH2:6][CH2:7]1. Reactants: CC(C)(C1=NC(=CC=C1)C(F)(F)F)N (1-methyl-1-(6-trifluoromethyl-pyridin-2-yl)-ethylamine), Cl (hydrogen chloride). Solvent: CCOCC (Et2O), CCOCC (Et2O). Yields the product Cl.CC(C)(C1=NC(=CC=C1)C(F)(F)F)N (1-Methyl-1-(6-trifluoromethyl-pyridin-2-yl)-ethylamine hydrochloride). Yield: 99.0%. Reaction SMILES: [CH3:1][C:2]([NH2:14])([C:4]1[CH:9]=[CH:8][CH:7]=[C:6]([C:10]([F:13])([F:12])[F:11])[N:5]=1)[CH3:3].[ClH:15]>CCOCC>[ClH:15].[CH3:3][C:2]([NH2:14])([C:4]1[CH:9]=[CH:8][CH:7]=[C:6]([C:10]([F:12])([F:13])[F:11])[N:5]=1)[CH3:1] |f:3.4|. Procedure details: Prepare a solution of 1-methyl-1-(6-trifluoromethyl-pyridin-2-yl)-ethylamine (25.5 g, 124.88 mmol) in Et2O (100 mL) and add 1M hydrogen chloride solution in Et2O (137.37 mL, 137.37 mmol) at room temperature. Filter the precipitate and dry under vacuum to afford the title compound (30 g, 99%) as a tan solid. 1H NMR (DMSO-d6) δ 8.80 (br s, 3H); 8.20 (t, J=8.0 Hz, 1H); 8.05 (d, J=8.0 Hz, 1H); 7.93 (d, J=8.0 Hz, 1H); 1.67 (s, 6H). 19F NMR (DMSO-d6)-66.27. Reactants: CCO, CN(C)CC(C(O)c1ccc([N+](=O)[O-])cc1)N1CCC(Cc2ccccc2)CC1. Product: CN(C)CC(C(O)c1ccc(N)cc1)N1CCC(Cc2ccccc2)CC1. As a reaction SMILES: [CH3:30][CH2:31][OH:32].[N+:1]([O-:2])(=[O:3])[c:4]1[cH:5][cH:6][c:7]([CH:10]([CH:11]([CH2:12][N:13]([CH3:14])[CH3:15])[N:16]2[CH2:17][CH2:18][CH:19]([CH2:22][c:23]3[cH:24][cH:25][cH:26][cH:27][cH:28]3)[CH2:20][CH2:21]2)[OH:29])[cH:8][cH:9]1>>[NH2:1][c:4]1[cH:5][cH:6][c:7]([CH:10]([CH:11]([CH2:12][N:13]([CH3:14])[CH3:15])[N:16]2[CH2:17][CH2:18][CH:19]([CH2:22][c:23]3[cH:24][cH:25][cH:26][cH:27][cH:28]3)[CH2:20][CH2:21]2)[OH:29])[cH:8][cH:9]1. Reactants: FC(C(C(F)(F)F)(O)C=1C=C2CC(NC2=CC1)C)(F)F (1,1,1,3,3,3-hexafluoro-2-(2-methyl-2,3-dihydro-1H-indol-5-yl)-propan-2-ol), BrCCC=1N=C(OC1C)C1=CC=CC=C1 (4-(2-bromo-ethyl)-5-methyl-2-phenyl-oxazole), FC(C(C(F)(F)F)(O)C=1C=C2CC(N(C2=CC1)CCC=1N=C(OC1C1=CC=CC=C1)C)C)(F)F (1,1,1,3,3,3-Hexafluoro-2-{2-methyl-1-[2-(2-methyl-5-phenyl-oxazol-4-yl)-ethyl]-2,3-dihydro-1H-indol-5-yl}-propan-2-ol). Yields the product FC(C(C(F)(F)F)(O)C=1C=C2CC(N(C2=CC1)CCC=1N=C(OC1C)C1=CC=CC=C1)C)(F)F.FC(C(C(F)(F)F)(O)C=1C=C2CC(N(C2=CC1)CCC=1N=C(OC1C1=CC=CC=C1)C)C)(F)F (1,1,1,3,3,3-hexafluoro-2-{2-methyl-1-[2-(2-methyl-5-phenyl-oxazol-4-yl)-ethyl]-2,3-dihydro-1H-indol-5-yl}-propan-2-ol 1,1,1,3,3,3-hexafluoro-2-{2-methyl-1-[2-(5-methyl-2-phenyl-oxazol-4-yl)-ethyl]-2,3-dihydro-1H-indol-5-yl}-propan-2-ol). Procedure details: In analogy to example 75, from 1,1,1,3,3,3-hexafluoro-2-(2-methyl-2,3-dihydro-1H-indol-5-yl)-propan-2-ol (example 51.1) and 4-(2-bromo-ethyl)-5-methyl-2-phenyl-oxazole was prepared 1,1,1,3,3,3-Hexafluoro-2-{2-methyl-1-[2-(2-methyl-5-phenyl-oxazol-4-yl)-ethyl]-2,3-dihydro-1H-indol-5-yl}-propan-2-ol, MS: 485 (MH+). As a reaction SMILES: [F:1][C:2]([F:20])([F:19])[C:3]([C:9]1[CH:10]=[C:11]2[C:15](=[CH:16][CH:17]=1)[NH:14][CH:13]([CH3:18])[CH2:12]2)([OH:8])[C:4]([F:7])([F:6])[F:5].Br[CH2:22][CH2:23][C:24]1[N:25]=[C:26]([C:30]2[CH:35]=[CH:34][CH:33]=[CH:32][CH:31]=2)[O:27][C:28]=1[CH3:29].[F:36][C:37]([F:69])([F:68])[C:38]([C:44]1[CH:45]=[C:46]2[C:50](=[CH:51][CH:52]=1)[N:49]([CH2:53][CH2:54][C:55]1[N:56]=[C:57]([CH3:66])[O:58][C:59]=1[C:60]1[CH:65]=[CH:64][CH:63]=[CH:62][CH:61]=1)[CH:48]([CH3:67])[CH2:47]2)([OH:43])[C:39]([F:42])([F:41])[F:40]>>[F:5][C:4]([F:7])([F:6])[C:3]([C:9]1[CH:10]=[C:11]2[C:15](=[CH:16][CH:17]=1)[N:14]([CH2:22][CH2:23][C:24]1[N:25]=[C:26]([C:30]3[CH:35]=[CH:34][CH:33]=[CH:32][CH:31]=3)[O:27][C:28]=1[CH3:29])[CH:13]([CH3:18])[CH2:12]2)([OH:8])[C:2]([F:1])([F:19])[F:20].[F:68][C:37]([F:36])([F:69])[C:38]([C:44]1[CH:45]=[C:46]2[C:50](=[CH:51][CH:52]=1)[N:49]([CH2:53][CH2:54][C:55]1[N:56]=[C:57]([CH3:66])[O:58][C:59]=1[C:60]1[CH:61]=[CH:62][CH:63]=[CH:64][CH:65]=1)[CH:48]([CH3:67])[CH2:47]2)([OH:43])[C:39]([F:42])([F:41])[F:40] |f:3.4|. Reactants: C1CCOC1, FC(F)(F)Oc1ccc(CBr)cc1, O=C1CCC2(CCNCC2)Nc2ccccc21. Yields the product O=C1CCC2(CCN(Cc3ccc(OC(F)(F)F)cc3)CC2)Nc2ccccc21. RXN SMILES: [CH2:31]1[O:32][CH2:33][CH2:34][CH2:35]1.[F:18][C:19]([O:20][c:21]1[cH:22][cH:23][c:24]([CH2:25][Br:26])[cH:27][cH:28]1)([F:29])[F:30].[NH:1]1[CH2:2][CH2:3][C:4]2([NH:5][c:6]3[c:7]([cH:12][cH:13][cH:14][cH:15]3)[C:8](=[O:11])[CH2:9][CH2:10]2)[CH2:16][CH2:17]1>>[N:1]1([CH2:25][c:24]2[cH:23][cH:22][c:21]([O:20][C:19]([F:18])([F:29])[F:30])[cH:28][cH:27]2)[CH2:2][CH2:3][C:4]2([NH:5][c:6]3[c:7]([cH:12][cH:13][cH:14][cH:15]3)[C:8](=[O:11])[CH2:9][CH2:10]2)[CH2:16][CH2:17]1.